This data is from the Open Reaction Database (ORD), a public repository of structured organic reaction records. The task is: describe an organic reaction: reactants, conditions, products, and yield Starting materials: CCOC(=O)c1cc2cc(-c3ccc(NC(C)=O)cc3)ccc2o1, CCO, Cl. Product: CCOC(=O)c1cc2cc(-c3ccc(N)cc3)ccc2o1. As a reaction SMILES: [C:1](=[O:2])([CH3:3])[NH:4][c:5]1[cH:6][cH:7][c:8](-[c:11]2[cH:12][cH:13][c:14]3[c:15]([cH:16][c:17]([C:19](=[O:20])[O:21][CH2:22][CH3:23])[o:18]3)[cH:24]2)[cH:9][cH:10]1.[CH3:26][CH2:27][OH:28].[ClH:25]>>[NH2:4][c:5]1[cH:6][cH:7][c:8](-[c:11]2[cH:12][cH:13][c:14]3[c:15]([cH:16][c:17]([C:19](=[O:20])[O:21][CH2:22][CH3:23])[o:18]3)[cH:24]2)[cH:9][cH:10]1. RXN SMILES: [NH2:1][C:2]1[C:7]([C:8]2[CH:9]=[C:10]([NH:14][S:15]([C:18]3[CH:23]=[CH:22][C:21]([O:24]C)=[CH:20][CH:19]=3)(=[O:17])=[O:16])[CH:11]=[CH:12][CH:13]=2)=[C:6]([NH:26][C@H:27]([C:29]2[N:34]([C:35]3[CH:40]=[CH:39][CH:38]=[CH:37][CH:36]=3)[C:33](=[O:41])[C:32]3=[C:42]([CH3:45])[CH:43]=[CH:44][N:31]3[N:30]=2)[CH3:28])[N:5]=[CH:4][N:3]=1.B(Br)(Br)Br>ClCCl>[NH2:1][C:2]1[C:7]([C:8]2[CH:9]=[C:10]([NH:14][S:15]([C:18]3[CH:19]=[CH:20][C:21]([OH:24])=[CH:22][CH:23]=3)(=[O:17])=[O:16])[CH:11]=[CH:12][CH:13]=2)=[C:6]([NH:26][C@H:27]([C:29]2[N:34]([C:35]3[CH:40]=[CH:39][CH:38]=[CH:37][CH:36]=3)[C:33](=[O:41])[C:32]3=[C:42]([CH3:45])[CH:43]=[CH:44][N:31]3[N:30]=2)[CH3:28])[N:5]=[CH:4][N:3]=1. Procedure: (S)—N-(3-(4-Amino-6-((1-(5-methyl-4-oxo-3-phenyl-3,4-dihydropyrrolo[2,1-f][1,2,4]triazin-2-yl)ethyl)amino)pyrimidin-5-yl)phenyl)-4-methoxybenzenesulfonamide (145 mg, 0.23 mmol) was treated with boron tribromide (1M in dichloromethane, 0.7 ml, 0.7 mmol) IN dichloromethane (5 ml) according to the method described in Example 23. The residue was purified by reverse phase using SP1® Purification System to give 40 mg (28% yield) as a solid. Purity 99%. Run in ClCCl (dichloromethane). Yield: 28.0%. Starting materials: NC1=NC=NC(=C1C=1C=C(C=CC1)NS(=O)(=O)C1=CC=C(C=C1)OC)N[C@@H](C)C1=NN2C(C(N1C1=CC=CC=C1)=O)=C(C=C2)C ((S)—N-(3-(4-Amino-6-((1-(5-methyl-4-oxo-3-phenyl-3,4-dihydropyrrolo[2,1-f][1,2,4]triazin-2-yl)ethyl)amino)pyrimidin-5-yl)phenyl)-4-methoxybenzenesulfonamide), B(Br)(Br)Br (boron tribromide). Yields the product NC1=NC=NC(=C1C=1C=C(C=CC1)NS(=O)(=O)C1=CC=C(C=C1)O)N[C@@H](C)C1=NN2C(C(N1C1=CC=CC=C1)=O)=C(C=C2)C ((S)—N-(3-(4-Amino-6-((1-(5-methyl-4-oxo-3-phenyl-3,4-dihydropyrrolo[2,1-f][1,2,4]triazin-2-yl)ethyl)amino)pyrimidin-5-yl)phenyl)-4-hydroxybenzenesulfonamide). Reactants: COc1ccc2c(Cl)nc(Nc3cc(C)[nH]n3)cc2c1, OB(O)c1cn[nH]c1. The product is COc1ccc2c(-c3cn[nH]c3)nc(Nc3cc(C)[nH]n3)cc2c1. RXN SMILES: [Cl:1][c:2]1[n:3][c:4]([NH:14][c:15]2[n:16][nH:17][c:18]([CH3:20])[cH:19]2)[cH:5][c:6]2[cH:7][c:8]([O:12][CH3:13])[cH:9][cH:10][c:11]12.[nH:21]1[n:22][cH:23][c:24]([B:26]([OH:27])[OH:28])[cH:25]1>>[c:2]1(-[c:24]2[cH:23][nH:22][n:21][cH:25]2)[n:3][c:4]([NH:14][c:15]2[n:16][nH:17][c:18]([CH3:20])[cH:19]2)[cH:5][c:6]2[cH:7][c:8]([O:12][CH3:13])[cH:9][cH:10][c:11]12.